From a dataset of the Open Reaction Database (ORD), a public repository of structured organic reaction records. describe an organic reaction: reactants, conditions, products, and yield Reaction SMILES: [C:1](=O)(OC(Cl)(Cl)Cl)[O:2]C(Cl)(Cl)Cl.[CH3:13][N:14]1[CH2:19][CH2:18][CH:17]([NH2:20])[CH2:16][CH2:15]1.[CH3:21][O:22][C:23]1[CH:24]=[CH:25][CH:26]=[C:27]2[C:31]=1[CH:30]([NH:32][C:33]1[CH:42]=[CH:41][C:40]3[C:35](=[CH:36][CH:37]=[C:38]([NH2:43])[CH:39]=3)[N:34]=1)[CH2:29][CH2:28]2>>[CH3:21][O:22][C:23]1[CH:24]=[CH:25][CH:26]=[C:27]2[C:31]=1[CH:30]([NH:32][C:33]1[CH:42]=[CH:41][C:40]3[C:35](=[CH:36][CH:37]=[C:38]([NH:43][C:1]([NH:20][CH:17]4[CH2:18][CH2:19][N:14]([CH3:13])[CH2:15][CH2:16]4)=[O:2])[CH:39]=3)[N:34]=1)[CH2:29][CH2:28]2. The product is COC=1C=CC=C2CCC(C12)NC1=NC2=CC=C(C=C2C=C1)NC(=O)NC1CCN(CC1)C (rac-1-[2-(7-Methoxy-indan-1-ylamino)-quinolin-6-yl]-3-(1-methyl-piperidin-4-yl)-urea). Procedure details: The title compound was prepared in accordance with the general method 4 described in example 16 from bis(trichloromethyl) carbonate, 1-methyl-piperidin-4-ylamine and rac-N2-(7-methoxy-indan-1-yl)-quinoline-2,6-diamine (Example 172); MS: m/e=446.7 (M+H+). The reactants are C(OC(Cl)(Cl)Cl)(OC(Cl)(Cl)Cl)=O (bis(trichloromethyl) carbonate), CN1CCC(CC1)N (1-methyl-piperidin-4-ylamine), COC=1C=CC=C2CCC(C12)NC1=NC2=CC=C(C=C2C=C1)N (rac-N2-(7-methoxy-indan-1-yl)-quinoline-2,6-diamine). The reactants are C(C)(C)OC(=O)N1CCC(CC1)C1CC=2C(=CN=C(C2)Cl)O1 (4-(5-chloro-2,3-dihydro-furo[2,3-c]pyridin-2-yl)-piperidine-1-carboxylic acid isopropyl ester), CS(=O)(=O)N1CCC(=CC1)B1OC(C(O1)(C)C)(C)C (1-(methylsulfonyl)-4-(4,4,5,5-tetramethyl-1,3,2-dioxaborolan-2-yl)-1,2,3,6-tetrahydropyridine). Yields the product C(C)(C)OC(=O)N1CCC(CC1)C1CC=2C(=CN=C(C2)C=2CCN(CC2)S(=O)(=O)C)O1 (4-[5-(1-Methanesulfonyl-1,2,3,6-tetrahydro-pyridin-4-yl)-2,3-dihydro-furo[2,3-c]pyridin-2-yl]-piperidine-1-carboxylic acid isopropyl ester). As a reaction SMILES: [CH:1]([O:4][C:5]([N:7]1[CH2:12][CH2:11][CH:10]([CH:13]2[O:22][C:16]3=[CH:17][N:18]=[C:19](Cl)[CH:20]=[C:15]3[CH2:14]2)[CH2:9][CH2:8]1)=[O:6])([CH3:3])[CH3:2].[CH3:23][S:24]([N:27]1[CH2:32][CH:31]=[C:30](B2OC(C)(C)C(C)(C)O2)[CH2:29][CH2:28]1)(=[O:26])=[O:25]>>[CH:1]([O:4][C:5]([N:7]1[CH2:12][CH2:11][CH:10]([CH:13]2[O:22][C:16]3=[CH:17][N:18]=[C:19]([C:30]4[CH2:31][CH2:32][N:27]([S:24]([CH3:23])(=[O:26])=[O:25])[CH2:28][CH:29]=4)[CH:20]=[C:15]3[CH2:14]2)[CH2:9][CH2:8]1)=[O:6])([CH3:3])[CH3:2]. Procedure: The title compound is prepared from 4-(5-chloro-2,3-dihydro-furo[2,3-c]pyridin-2-yl)-piperidine-1-carboxylic acid isopropyl ester and 1-(methylsulfonyl)-4-(4,4,5,5-tetramethyl-1,3,2-dioxaborolan-2-yl)-1,2,3,6-tetrahydropyridine following a procedure analogous to that described in Example 28. LC (method 7): tR=1.03 min; Mass spectrum (ESI+): m/z=450 [M+H]+. RXN SMILES: [Br:1][c:2]1[cH:3][c:4]([O:5][c:6]2[c:7]([NH2:13])[n:8][cH:9][cH:10][c:11]2[CH3:12])[cH:14][c:15]([Cl:17])[cH:16]1.[N:18](=[O:19])[O-:20].[Na+:21].[OH2:27].[S:22](=[O:23])(=[O:24])([OH:25])[OH:26]>>[Br:1][c:2]1[cH:3][c:4]([O:5][c:6]2[c:7]([OH:19])[n:8][cH:9][cH:10][c:11]2[CH3:12])[cH:14][c:15]([Cl:17])[cH:16]1. Product: Cc1ccnc(O)c1Oc1cc(Cl)cc(Br)c1. Reactants: Cc1ccnc(N)c1Oc1cc(Cl)cc(Br)c1, O=N[O-], [Na+], O, O=S(=O)(O)O. The reactants are CNC, CO, CN1CC(C)(CCCl)Oc2ncccc2C1=O, Cl. The product is CN(C)CCC1(C)CN(C)C(=O)c2cccnc2O1, Cl, Cl. Reaction SMILES: [CH3:19][NH:20][CH3:21].[CH3:22][OH:23].[Cl:2][CH2:3][CH2:4][C:5]1([CH3:18])[O:6][c:7]2[c:8]([cH:14][cH:15][cH:16][n:17]2)[C:9](=[O:13])[N:10]([CH3:12])[CH2:11]1.[ClH:1]>>[CH2:3]([CH2:4][C:5]1([CH3:18])[O:6][c:7]2[c:8]([cH:14][cH:15][cH:16][n:17]2)[C:9](=[O:13])[N:10]([CH3:12])[CH2:11]1)[N:20]([CH3:19])[CH3:21].[ClH:1].[ClH:2]. The reactants are CC(C)(C)OC(=O)NCCCBr, O=C([O-])[O-], CCOC(=O)CC1OB(O)c2cc(Oc3cnccn3)cc(O)c21, [K+], [K+], CN(C)C=O. The product is CCOC(=O)CC1OB(O)c2cc(Oc3cnccn3)cc(OCCNC(=O)OC(C)(C)C)c21. RXN SMILES: [C:25]([CH3:26])([CH3:27])([CH3:28])[O:29][C:30]([NH:31][CH2:32][CH2:33][CH2:34][Br:35])=[O:36].[C:37](=[O:38])([O-:39])[O-:40].[CH2:1]([CH3:2])[O:3][C:4]([CH2:5][CH:6]1[c:7]2[c:8]([cH:12][c:13]([O:17][c:18]3[n:19][cH:20][cH:21][n:22][cH:23]3)[cH:14][c:15]2[OH:16])[B:9]([OH:11])[O:10]1)=[O:24].[K+:41].[K+:42].[O:43]=[CH:44][N:45]([CH3:46])[CH3:47]>>[CH2:1]([CH3:2])[O:3][C:4]([CH2:5][CH:6]1[c:7]2[c:8]([cH:12][c:13]([O:17][c:18]3[n:19][cH:20][cH:21][n:22][cH:23]3)[cH:14][c:15]2[O:16][CH2:33][CH2:32][NH:31][C:30]([O:29][C:25]([CH3:26])([CH3:27])[CH3:28])=[O:36])[B:9]([OH:11])[O:10]1)=[O:24].